describe an organic reaction: reactants, conditions, products, and yield From a dataset of the Open Reaction Database (ORD), a public repository of structured organic reaction records. The reactants are CO, CCn1cc(C(=O)NCc2ccc(Cl)cc2)c(=O)c2cc(C#CCCO)sc21, ClCCl. The product is CCn1cc(C(=O)NCc2ccc(Cl)cc2)c(=O)c2cc(CCCCO)sc21. RXN SMILES: [CH3:32][OH:33].[Cl:1][c:2]1[cH:3][cH:4][c:5]([CH2:6][NH:7][C:8](=[O:9])[c:10]2[c:11](=[O:26])[c:12]3[c:13]([n:14]([CH2:16][CH3:17])[cH:15]2)[s:18][c:19]([C:21]#[C:22][CH2:23][CH2:24][OH:25])[cH:20]3)[cH:27][cH:28]1.[Cl:29][CH2:30][Cl:31]>>[Cl:1][c:2]1[cH:3][cH:4][c:5]([CH2:6][NH:7][C:8](=[O:9])[c:10]2[c:11](=[O:26])[c:12]3[c:13]([n:14]([CH2:16][CH3:17])[cH:15]2)[s:18][c:19]([CH2:21][CH2:22][CH2:23][CH2:24][OH:25])[cH:20]3)[cH:27][cH:28]1. The reactants are NC1=CC=C(C=C1)CC(=O)OCC (ethyl 4-aminophenylacetate), FC(C1=C(C=CC=C1)N=C=O)(F)F (2-trifluoromethylphenyl isocyanate). Run in C1CCOC1 (THF). Conditions: time 2 day. The product is FC(C1=C(C=CC=C1)NC(NC1=CC=C(C=C1)CC(=O)OCC)=O)(F)F (ethyl 4-[N′-(2-trifluoromethylphenyl)ureido]phenylacetate). Isolated yield 83.5%. As a reaction SMILES: [NH2:1][C:2]1[CH:7]=[CH:6][C:5]([CH2:8][C:9]([O:11][CH2:12][CH3:13])=[O:10])=[CH:4][CH:3]=1.[F:14][C:15]([F:26])([F:25])[C:16]1[CH:21]=[CH:20][CH:19]=[CH:18][C:17]=1[N:22]=[C:23]=[O:24]>C1COCC1>[F:14][C:15]([F:25])([F:26])[C:16]1[CH:21]=[CH:20][CH:19]=[CH:18][C:17]=1[NH:22][C:23](=[O:24])[NH:1][C:2]1[CH:3]=[CH:4][C:5]([CH2:8][C:9]([O:11][CH2:12][CH3:13])=[O:10])=[CH:6][CH:7]=1. Procedure details: To a stirred solution of ethyl 4-aminophenylacetate (1.13 g, 6.31 mmol) and Et3 N (965 ml, 6.92 mmol) in THF (10 ml) was added 2-trifluoromethylphenyl isocyanate (953 ml, 6.31 mmol) and the reaction mixture was stirred at room temperature for 2 days. Resulting precipitate was collected under a reduced pressure and the filtrate was washed with n-hexane to give ethyl 4-[N′-(2-trifluoromethylphenyl)ureido]phenylacetate (1.93 g, 84%) as white needles. mp 137–139° C.; 1H-NMR (CDCl3) δ 1.25–1.29 (m, 3... The reactants are [OH-].[K+] (KOH), C1(CC1)[C@@H](CN1CCCC1)NC ((S)-1-cyclopropyl-N-methyl-2-(pyrrolidin-1-yl)ethanamine), resultant mixture, ClC=1C=C(C(=O)O)C=CC1F (3-Chloro-4-fluorobenzoic acid), CN(C)C(=[N+](C)C)ON1C2=C(C=CC=C2)N=N1.[B-](F)(F)(F)F (TBTU), CN1CCOCC1 (NMM). The solvent is C(Cl)Cl (DCM). Conditions: time 10 minute. Yields the product ClC=1C=C(C(=O)N(C)[C@H](CN2CCCC2)C2CC2)C=CC1F ((S)-3-Chloro-N-(1-cyclopropyl-2-(pyrrolidin-1-yl)ethyl)-4-fluoro-N-methylbenzamide). Yield: 54.1%. Reaction SMILES: [Cl:1][C:2]1[CH:3]=[C:4]([CH:8]=[CH:9][C:10]=1[F:11])[C:5]([OH:7])=O.CN(C(ON1N=NC2C=CC=CC1=2)=[N+](C)C)C.[B-](F)(F)(F)F.CN1CCOCC1.[CH:41]1([C@H:44]([NH:51][CH3:52])[CH2:45][N:46]2[CH2:50][CH2:49][CH2:48][CH2:47]2)[CH2:43][CH2:42]1.[OH-].[K+]>C(Cl)Cl>[Cl:1][C:2]1[CH:3]=[C:4]([CH:8]=[CH:9][C:10]=1[F:11])[C:5]([N:51]([C@@H:44]([CH:41]1[CH2:43][CH2:42]1)[CH2:45][N:46]1[CH2:47][CH2:48][CH2:49][CH2:50]1)[CH3:52])=[O:7] |f:1.2,5.6|. Reported procedure: 3-Chloro-4-fluorobenzoic acid (0.156 g, 0.89 mmol), TBTU (0.334 g, 1.04 mmol) and NMM (0.204 mL, 1.86 mmol) was mixed in DCM (10 mL). After 10 min at rt was (S)-1-cyclopropyl-N-methyl-2-(pyrrolidin-1-yl)ethanamine (Compound M3) (0.125 g, 0.74 mmol) added. The resultant mixture was stirred at rt for 48 h. To the mixture was 1.4 N KOH (5 mL) added. The organic phase was isolated, filtered through a phase separator and concentrated under reduced pressure. The residue was purified by preparative HPL... The reactants are [H-], [Na+], CN(C)C=O, C=CCC1(O)CN(C(=O)OC(C)(C)C)CC1O[Si](C)(C)C(C)(C)C. Product: C=CCC1(OC)CN(C(=O)OC(C)(C)C)CC1O[Si](C)(C)C(C)(C)C. Reaction SMILES: [H-:26].[Na+:25].[O:27]=[CH:28][N:29]([CH3:30])[CH3:31].[OH:1][C:2]1([CH2:22][CH:23]=[CH2:24])[CH2:3][N:4]([C:15](=[O:16])[O:17][C:18]([CH3:19])([CH3:20])[CH3:21])[CH2:5][CH:6]1[O:7][Si:8]([CH3:9])([CH3:10])[C:11]([CH3:12])([CH3:13])[CH3:14]>>[O:1]([C:2]1([CH2:22][CH:23]=[CH2:24])[CH2:3][N:4]([C:15](=[O:16])[O:17][C:18]([CH3:19])([CH3:20])[CH3:21])[CH2:5][CH:6]1[O:7][Si:8]([CH3:9])([CH3:10])[C:11]([CH3:12])([CH3:13])[CH3:14])[CH3:28].